Dataset: the Open Reaction Database (ORD), a public repository of structured organic reaction records. Task: describe an organic reaction: reactants, conditions, products, and yield Starting materials: BrC1=CC=C(S1)C(=O)OC (methyl 5-bromo-thiophene-2-carboxylate), O1C(=CC=C1)P(C=1OC=CC1)C=1OC=CC1 (tri-2-furylphosphine), tris(dibenzylidineacetone)dipalladium(0), C(CCC)[Sn](C1=NC=CC=C1)(CCCC)CCCC (2-(tributylstannyl)pyridine), TEA. Run in CN(C)C=O (DMF). Conditions: temperature 80 celsius. Yields the product N1=C(C=CC=C1)C1=CC=C(S1)C(=O)OC (methyl 5-(pyridin-2-yl)thiophene-2-carboxylate). RXN SMILES: Br[C:2]1[S:6][C:5]([C:7]([O:9][CH3:10])=[O:8])=[CH:4][CH:3]=1.O1C=CC=C1P(C1OC=CC=1)C1OC=CC=1.C([Sn](CCCC)(CCCC)[C:32]1[CH:37]=[CH:36][CH:35]=[CH:34][N:33]=1)CCC>CN(C=O)C>[N:33]1[CH:34]=[CH:35][CH:36]=[CH:37][C:32]=1[C:2]1[S:6][C:5]([C:7]([O:9][CH3:10])=[O:8])=[CH:4][CH:3]=1. Reported procedure: To methyl 5-bromo-thiophene-2-carboxylate (2 g), tri-2-furylphosphine (400 mg), and tris(dibenzylidineacetone)dipalladium(0) (400 mg) was added DMF (50 mL), 2-(tributylstannyl)pyridine (4 g) and TEA (1 mL) The mixture was heated at 80° C. for 7 hours, cooled and partitioned between ethyl acetate and brine. The aqueous phase was extracted with ethyl acetate, and the extract was dried, filtered and concentrated. The concentrate was flash chromatographed on silica gel with a 20-70% ethyl acetate in... Reaction SMILES: [BH4-:23].[CH3:17][CH2:18][O:19][C:20](=[O:21])[CH3:22].[CH3:25][C:26]([OH:27])([CH3:28])[CH3:29].[Cl:1][c:2]1[cH:3][cH:4][c:5]([N+:9]([O-:10])=[O:11])[c:6]([NH2:8])[n:7]1.[Na+:24].[OH2:12].[OH2:13].[Sn:14]([Cl:15])[Cl:16]>>[Cl:1][c:2]1[cH:3][cH:4][c:5]([NH2:9])[c:6]([NH2:8])[n:7]1. Product: Nc1ccc(Cl)nc1N. The reactants are [BH4-], CCOC(C)=O, CC(C)(C)O, Nc1nc(Cl)ccc1[N+](=O)[O-], [Na+], O, O, Cl[Sn]Cl. Starting materials: BrC1=CC=CC(=N1)C(CN1CCOCC1)F (4-[2-(6-bromopyridin-2-yl)-2-fluoroethyl]morpholine), NC=1SC(=CC1C(=O)N)C1=C(C=C(C=C1)C(C)(C)O)F (2-amino-5-[2-fluoro-4-(1-hydroxy-1-methylethyl)phenyl]thiophene-3-carboxamide). Product: FC1=C(C=CC(=C1)C(C)(C)O)C1=CC(=C(S1)NC1=NC(=CC=C1)C(CN1CCOCC1)F)C(=O)N (5-[2-Fluoro-4-(1-hydroxy-1-methylethyl)phenyl]-2-{[6-(1-fluoro-2-morpholin-4-ylethyl)pyridin-2-yl]amino}thiophene-3-carboxamide). Reaction SMILES: Br[C:2]1[N:7]=[C:6]([CH:8]([F:16])[CH2:9][N:10]2[CH2:15][CH2:14][O:13][CH2:12][CH2:11]2)[CH:5]=[CH:4][CH:3]=1.[NH2:17][C:18]1[S:19][C:20]([C:26]2[CH:31]=[CH:30][C:29]([C:32]([OH:35])([CH3:34])[CH3:33])=[CH:28][C:27]=2[F:36])=[CH:21][C:22]=1[C:23]([NH2:25])=[O:24]>>[F:36][C:27]1[CH:28]=[C:29]([C:32]([OH:35])([CH3:33])[CH3:34])[CH:30]=[CH:31][C:26]=1[C:20]1[S:19][C:18]([NH:17][C:2]2[CH:3]=[CH:4][CH:5]=[C:6]([CH:8]([F:16])[CH2:9][N:10]3[CH2:15][CH2:14][O:13][CH2:12][CH2:11]3)[N:7]=2)=[C:22]([C:23]([NH2:25])=[O:24])[CH:21]=1. Procedure: The title compound was prepared according to the general procedure in Example 1 using 4-[2-(6-bromopyridin-2-yl)-2-fluoroethyl]morpholine (80 mg, 0.28 mmol) and 2-amino-5-[2-fluoro-4-(1-hydroxy-1-methylethyl)phenyl]thiophene-3-carboxamide (81 mg, 0.28 mmol) as the starting materials. Starting materials: BrCc1ccccc1, CCOC(=O)C(Cc1ccc(NC(=O)OC(C)(C)C)nc1)C[PH](=O)O, ClCCl. Yields the product CCOC(=O)C(Cc1ccc(NC(=O)OC(C)(C)C)nc1)CP(=O)(O)Cc1ccccc1. As a reaction SMILES: [Br:1][CH2:2][c:3]1[cH:4][cH:5][cH:6][cH:7][cH:8]1.[C:9]([CH3:10])([CH3:11])([CH3:12])[O:13][C:14](=[O:15])[NH:16][c:17]1[cH:18][cH:19][c:20]([CH2:23][CH:24]([CH2:25][PH:26]([OH:27])=[O:28])[C:29](=[O:30])[O:31][CH2:32][CH3:33])[cH:21][n:22]1.[Cl:34][CH2:35][Cl:36]>>[CH2:2]([c:3]1[cH:4][cH:5][cH:6][cH:7][cH:8]1)[P:26]([CH2:25][CH:24]([CH2:23][c:20]1[cH:19][cH:18][c:17]([NH:16][C:14]([O:13][C:9]([CH3:10])([CH3:11])[CH3:12])=[O:15])[n:22][cH:21]1)[C:29](=[O:30])[O:31][CH2:32][CH3:33])(=[O:27])[OH:28]. The reagents and catalysts are [Cl-].C(CCC)[N+](CCCC)(CCCC)CCCC (tetra n-butyl ammonium chloride). The solvent is [OH-].[Na+] (NaOH), O (water). Reported procedure: The title compound was prepared by following general procedure 4. To a solution of 3,9-dimethyl-1,2,3,4,5,6-hexahydroazepino[4,5-b]indole (200 mg, 0.93 mmol) in 50% aq. NaOH solution (3 mL) was added, tetra n-butyl ammonium chloride (12 mg, 0.046 mmol) followed by 5-vinylpicolinic acid (153 mg, 1.0 mmol). The reaction mixture was heated at 90° C. for overnight, and the reaction was monitored by TLC. After completion of reaction, the reaction mixture was diluted with water, extracted with ethyl a... Conditions: temperature 90 celsius. Yields the product CN1CCC=2N(C=3C=CC(=CC3C2CC1)C)CCC=1C=CC(=NC1)C(=O)O (5-(2-(3,9-dimethyl-2,3,4,5-tetrahydroazepino[4,5-b]indol-6(1H)-yl)ethyl)picolinic acid). Starting materials: CN1CCC=2NC=3C=CC(=CC3C2CC1)C (3,9-dimethyl-1,2,3,4,5,6-hexahydroazepino[4,5-b]indole), C(=C)C=1C=CC(=NC1)C(=O)O (5-vinylpicolinic acid). Yield: 2.1%. RXN SMILES: [CH3:1][N:2]1[CH2:15][CH2:14][C:13]2[C:12]3[CH:11]=[C:10]([CH3:16])[CH:9]=[CH:8][C:7]=3[NH:6][C:5]=2[CH2:4][CH2:3]1.[CH:17]([C:19]1[CH:20]=[CH:21][C:22]([C:25]([OH:27])=[O:26])=[N:23][CH:24]=1)=[CH2:18]>[OH-].[Na+].[Cl-].C([N+](CCCC)(CCCC)CCCC)CCC.O>[CH3:1][N:2]1[CH2:15][CH2:14][C:13]2[C:12]3[CH:11]=[C:10]([CH3:16])[CH:9]=[CH:8][C:7]=3[N:6]([CH2:18][CH2:17][C:19]3[CH:20]=[CH:21][C:22]([C:25]([OH:27])=[O:26])=[N:23][CH:24]=3)[C:5]=2[CH2:4][CH2:3]1 |f:2.3,4.5|. Starting materials: CC(C)(C)[Si](C)(C)OCCCNc1ccc2cc(-c3ccccc3C(F)(F)F)[nH]c(=O)c2c1, ClCCl, C1CCOC1. Product: O=c1[nH]c(-c2ccccc2C(F)(F)F)cc2ccc(NCCCO)cc12. RXN SMILES: [C:1]([Si:2]([CH3:3])([CH3:4])[O:6][CH2:7][CH2:8][CH2:9][NH:10][c:11]1[cH:12][cH:13][c:14]2[cH:15][c:16](-[c:22]3[c:23]([C:28]([F:29])([F:30])[F:31])[cH:24][cH:25][cH:26][cH:27]3)[nH:17][c:18](=[O:21])[c:19]2[cH:20]1)([CH3:5])([CH3:32])[CH3:33].[CH2:34]([Cl:35])[Cl:36].[CH2:37]1[O:38][CH2:39][CH2:40][CH2:41]1>>[OH:6][CH2:7][CH2:8][CH2:9][NH:10][c:11]1[cH:12][cH:13][c:14]2[cH:15][c:16](-[c:22]3[c:23]([C:28]([F:29])([F:30])[F:31])[cH:24][cH:25][cH:26][cH:27]3)[nH:17][c:18](=[O:21])[c:19]2[cH:20]1. Starting materials: BrC1=CC=C2CN(C(=NC2=C1)N)CC1=C(C=CC=C1OC)OC (7-bromo-3-(2,6-dimethoxybenzyl)-3,4-dihydroquinazolin-2-amine), O1B(OCCC1)C=1C=NC=CC1 (3-[1.3.2]-dioxaborinan-2-ylpyridine). As a reaction SMILES: Br[C:2]1[CH:11]=[C:10]2[C:5]([CH2:6][N:7]([CH2:13][C:14]3[C:19]([O:20][CH3:21])=[CH:18][CH:17]=[CH:16][C:15]=3[O:22][CH3:23])[C:8]([NH2:12])=[N:9]2)=[CH:4][CH:3]=1.[O:24]1CCCOB1[C:30]1[CH:31]=[N:32][CH:33]=[CH:34][CH:35]=1>>[C:19]([O-:20])(=[O:24])[CH3:14].[CH3:23][O:22][C:15]1[CH:16]=[CH:17][CH:18]=[C:19]([O:20][CH3:21])[C:14]=1[CH2:13][N:7]1[CH2:6][C:5]2[C:10](=[CH:11][C:2]([C:30]3[CH:31]=[N:32][CH:33]=[CH:34][CH:35]=3)=[CH:3][CH:4]=2)[N:9]=[C:8]1[NH3+:12] |f:2.3|. Procedure details: Synthesis was performed according to EXAMPLE 82 from 7-bromo-3-(2,6-dimethoxybenzyl)-3,4-dihydroquinazolin-2-amine and 3-[1.3.2]-dioxaborinan-2-ylpyridine in a CEM microwave at 100° C. (120 watt) for 120 minutes. The product is C(C)(=O)[O-].COC1=C(CN2C(=NC3=CC(=CC=C3C2)C=2C=NC=CC2)[NH3+])C(=CC=C1)OC (3-(2,6-Dimethoxybenzyl)-7-pyridin-3-yl-3,4-dihydroquinazolin-2-aminium acetate). Reported procedure: To a suspension of 0.1 g (0.942 mmol) of 10% palladium-on-charcoal in 35 cm3 of methanol is added, at a temperature in the region of 20° C., 1 g (4.061 mmol) of methyl 3-(4-nitrophenyl)-1H-pyrrole-2-carboxylate. After hydrogenating for 20 hours in an autoclave under 3 bar of hydrogen, at a temperature in the region of 35° C., the reaction mixture is filtered, the catalyst is rinsed with twice 5 cm3 of methanol and the filtrate is then concentrated to dryness under reduced pressure (2.7 kPa) to g... The reagents and catalysts are [Pd] (palladium-on-charcoal). Isolated yield 76.3%. Product: NC1=CC=C(C=C1)C1=C(NC=C1)C(=O)OC (methyl 3-(4-aminophenyl)-1H-pyrrole-2-carboxylate). The solvent is CO (methanol). The reactants are [N+](=O)([O-])C1=CC=C(C=C1)C1=C(NC=C1)C(=O)OC (methyl 3-(4-nitrophenyl)-1H-pyrrole-2-carboxylate), [H][H] (hydrogen). Reaction SMILES: [N+:1]([C:4]1[CH:9]=[CH:8][C:7]([C:10]2[CH:14]=[CH:13][NH:12][C:11]=2[C:15]([O:17][CH3:18])=[O:16])=[CH:6][CH:5]=1)([O-])=O.[H][H]>CO.[Pd]>[NH2:1][C:4]1[CH:9]=[CH:8][C:7]([C:10]2[CH:14]=[CH:13][NH:12][C:11]=2[C:15]([O:17][CH3:18])=[O:16])=[CH:6][CH:5]=1.